From a dataset of the Open Reaction Database (ORD), a public repository of structured organic reaction records. describe an organic reaction: reactants, conditions, products, and yield Starting materials: FC1=CC=C(C=C1)C(C(CC(C(C)C)=O)C1=CC=CC=C1)=O (1-(4-fluorophenyl)-5-methyl-2-phenyl-1,4-hexanedione), NCC[C@@H]1C[C@@H](OC2(O1)CCCCC2)CC(=O)N2CCOCC2 (2-((2R,4R)-4-(2-aminoethyl)-1,5-dioxaspiro[5.5]undecan-2-yl)-1-morpholinoethanone). Product: FC1=CC=C(C=C1)C=1N(C(=CC1C1=CC=CC=C1)C(C)C)CC[C@@H]1C[C@@H](OC2(O1)CCCCC2)CC(=O)N2CCOCC2 (2-((2R,4R)-4-(2-(2-(4-fluorophenyl)-5-isopropyl-3-phenyl-1H-pyrrol-1-yl)ethyl)-1,5-dioxaspiro[5.5]undecan-2-yl)-1-morpholinoethanone). Reaction SMILES: [F:1][C:2]1[CH:7]=[CH:6][C:5]([C:8](=O)[CH:9]([C:16]2[CH:21]=[CH:20][CH:19]=[CH:18][CH:17]=2)[CH2:10][C:11](=O)[CH:12]([CH3:14])[CH3:13])=[CH:4][CH:3]=1.[NH2:23][CH2:24][CH2:25][C@H:26]1[O:31][C:30]2([CH2:36][CH2:35][CH2:34][CH2:33][CH2:32]2)[O:29][C@@H:28]([CH2:37][C:38]([N:40]2[CH2:45][CH2:44][O:43][CH2:42][CH2:41]2)=[O:39])[CH2:27]1>>[F:1][C:2]1[CH:7]=[CH:6][C:5]([C:8]2[N:23]([CH2:24][CH2:25][C@H:26]3[O:31][C:30]4([CH2:32][CH2:33][CH2:34][CH2:35][CH2:36]4)[O:29][C@@H:28]([CH2:37][C:38]([N:40]4[CH2:45][CH2:44][O:43][CH2:42][CH2:41]4)=[O:39])[CH2:27]3)[C:11]([CH:12]([CH3:14])[CH3:13])=[CH:10][C:9]=2[C:16]2[CH:21]=[CH:20][CH:19]=[CH:18][CH:17]=2)=[CH:4][CH:3]=1. Procedure details: According to the same method as in Example 4-1, the title compound was synthesized using 1-(4-fluorophenyl)-5-methyl-2-phenyl-1,4-hexanedione and 2-((2R,4R)-4-(2-aminoethyl)-1,5-dioxaspiro[5.5]undecan-2-yl)-1-morpholinoethanone. Reactants: C(CCC)[Li].CN(C)CCN(C)C (n-BuLi TMEDA), solution, CN(C)CCN(C)C (TMEDA), C(CCC)[Li] (n-butyl lithium), solution. Solvent: hexanes, hexanes. Product: C=CC=C.C=CC1=CC=CC=C1 (styrene-butadiene). RXN SMILES: [CH2:1]([Li])[CH2:2][CH2:3][CH3:4].CN(CCN(C)C)C.[CH2:14]([Li])[CH2:15][CH2:16][CH3:17].CN(CCN(C)C)C>>[CH2:1]=[CH:2][CH:3]=[CH2:4].[CH2:4]=[CH:3][C:2]1[CH:1]=[CH:17][CH:16]=[CH:15][CH:14]=1 |f:2.3,4.5|. Procedure: The procedure described in Example 1 was utilized in this example except that 3 mL of 1 M solution of n-butyl lithium (n-BuLi) in hexanes and 5 mL of 1 M solution of TMEDA in hexanes were added to the catalyst system (BaTHFA/MgR2) making the molar ratio (BaTHFA/MgR2/n-BuLi/TMEDA) 1:3:3:5. The styrene-butadiene produced was determined to have a glass transition temperature (Tg) at −76° C. and a melting temperature (Tm) at −11° C. The Mooney viscosity (ML-4) at 100° C. was 48. The GPC measurements... Starting materials: Cl, OCC(O)COc1ncccn1, Cc1ccc(S(=O)(=O)Cl)cc1, c1ccncc1. Yields the product Cc1ccc(S(=O)(=O)OCC(O)COc2ncccn2)cc1. Reaction SMILES: [ClH:24].[OH:12][CH:13]([CH2:14][O:15][c:16]1[n:17][cH:18][cH:19][cH:20][n:21]1)[CH2:22][OH:23].[c:1]1([CH3:11])[cH:2][cH:3][c:4]([S:7](=[O:8])(=[O:9])[Cl:10])[cH:5][cH:6]1.[cH:25]1[cH:26][cH:27][n:28][cH:29][cH:30]1>>[c:1]1([CH3:11])[cH:2][cH:3][c:4]([S:7](=[O:8])(=[O:9])[O:23][CH2:22][CH:13]([OH:12])[CH2:14][O:15][c:16]2[n:17][cH:18][cH:19][cH:20][n:21]2)[cH:5][cH:6]1. The yield is 81.0%. Product: C(C)(C)(C)OC(=O)OC1=CC=C(C(=C)C)C=C1 (p-tert-butoxycarbonyloxy-α-methylstyrene). The reactants are OC1=CC=C(C=C1)C(C)(C)C1=CC=C(C=C1)O (2,2-bis(p-hydroxyphenyl)propane), CC(C)([O-])C.[K+] (potassium tert-butoxide), OC1=CC=C(C(=C)C)C=C1 (p-hydroxy-α-methylstyrene), O (water). RXN SMILES: [OH:1][C:2]1[CH:10]=[CH:9][C:5]([C:6]([CH3:8])=[CH2:7])=[CH:4][CH:3]=1.[OH:11][C:12]1C=CC(C(C2C=CC(O)=CC=2)(C)C)=CC=1.[CH3:28][C:29]([CH3:32])([O-:31])[CH3:30].[K+].O>O1CCCC1.C(OCC)(=O)C>[C:29]([O:31][C:12]([O:1][C:2]1[CH:10]=[CH:9][C:5]([C:6]([CH3:8])=[CH2:7])=[CH:4][CH:3]=1)=[O:11])([CH3:32])([CH3:30])[CH3:28] |f:2.3|. Reported procedure: A mixture of 5.64 g of p-hydroxy-α-methylstyrene, synthesized by base-catalyzed cleavage of 2,2-bis(p-hydroxyphenyl)propane, and 6.5 g of potassium tert-butoxide in 50 mL of dry tetrahydrofuran was stirred for 10 minutes, then a tetrahydrofuran solution of 12.7 g of di-tert-butyl dicarbonare was added. The resulting gelatinous mixture was mechanically stirred for 20 minutes, and then poured into cold water. After work-up, a crude product was obtained by evaporation of the extraction solvent (eth... Solvent: O1CCCC1 (tetrahydrofuran), C(C)(=O)OCC (ethyl acetate), O1CCCC1 (tetrahydrofuran). Run at time 10 minute. The reactants are S(=O)(=O)([O-])S(=O)(=O)[O-].[Ba+2] (barium dithionate), 1b, [O-]S(=O)(=O)[O-].[Cu+2] (CuSO4), [O-]S(=O)(=O)[O-].[Ba+2] (BaSO4). Yields the product S(=O)(=O)([O-])S(=O)(=O)[O-].[Cu+2] (copper dithionate), S(=O)(=O)([O-])[O-] (sulfate). The yield is 0.8%. As a reaction SMILES: [S:1]([S:5]([O-:8])(=[O:7])=[O:6])([O-:4])(=[O:3])=[O:2].[Ba+2].[O-:10][S:11]([O-:14])(=[O:13])=[O:12].[Cu+2:15].[O-]S([O-])(=O)=O.[Ba+2]>>[S:1]([S:5]([O-:8])(=[O:7])=[O:6])([O-:4])(=[O:3])=[O:2].[Cu+2:15].[S:11]([O-:14])([O-:13])(=[O:12])=[O:10] |f:0.1,2.3,4.5,6.7|. Procedure details: A 2 liter flask was charged with an aqueous solution of barium dithionate (all of the solution from 1b) and an equimolar amount of solid CuSO4 (a very concentrated aqueous solution can be used, addition with vigorous stirring). Vigorous stirring was maintained for about 3 hours following which time the white suspension of BaSO4 was filtered. The resulting deep blue solution of copper dithionate was evaporated in-vacuo to yield solid copper dithionate as a blue crystalline material (approximately... Reactants: C([O-])([O-])=O.[Cs+].[Cs+] (Cesium carbonate), N1C(CCC1)=O (pyrrolidin-2-one), CC1(C2=C(C(=CC=C2)P(C3=CC=CC=C3)C4=CC=CC=C4)OC5=C(C=CC=C51)P(C6=CC=CC=C6)C7=CC=CC=C7)C (Xantphos), BrC=1C=NC=C(C1)Br (3,5-dibromopyridine). The reagents and catalysts are C=1C=CC(=CC1)/C=C/C(=O)/C=C/C2=CC=CC=C2.C=1C=CC(=CC1)/C=C/C(=O)/C=C/C2=CC=CC=C2.C=1C=CC(=CC1)/C=C/C(=O)/C=C/C2=CC=CC=C2.[Pd].[Pd] (Pd2(dba)3). The solvent is O1CCOCC1 (1,4-dioxane), O (water). Product: BrC=1C=C(C=NC1)N1C(CCC1)=O (1-(5-bromopyridin-3-yl)pyrrolidin-2-one). Yield: 44.2%. Reaction SMILES: C(=O)([O-])[O-].[Cs+].[Cs+].[NH:7]1[CH2:11][CH2:10][CH2:9][C:8]1=[O:12].CC1(C)C2C(=C(P(C3C=CC=CC=3)C3C=CC=CC=3)C=CC=2)OC2C(P(C3C=CC=CC=3)C3C=CC=CC=3)=CC=CC1=2.[Br:55][C:56]1[CH:57]=[N:58][CH:59]=[C:60](Br)[CH:61]=1>C1C=CC(/C=C/C(/C=C/C2C=CC=CC=2)=O)=CC=1.C1C=CC(/C=C/C(/C=C/C2C=CC=CC=2)=O)=CC=1.C1C=CC(/C=C/C(/C=C/C2C=CC=CC=2)=O)=CC=1.[Pd].[Pd].O.O1CCOCC1>[Br:55][C:56]1[CH:61]=[C:60]([N:7]2[CH2:11][CH2:10][CH2:9][C:8]2=[O:12])[CH:59]=[N:58][CH:57]=1 |f:0.1.2,6.7.8.9.10|. Procedure details: Cesium carbonate (213 mg), pyrrolidin-2-one (45 mg), Xantphos (76 mg), and Pd2(dba)3 (60 mg) were added to a 1,4-dioxane (4 ml) solution containing 3,5-dibromopyridine (100 mg) in a nitrogen atmosphere, followed by reflux for 4 hours. The reaction mixture was adjusted to room temperature and water was added, followed by extraction with ethyl acetate. The resultant was washed with saturated saline and dried over anhydrous sodium sulfate. Then, the solvent was distilled away under reduced pressure... Reaction SMILES: [CH:1]([CH3:2])([CH3:3])[n:4]1[cH:5][c:6](-[c:16]2[cH:17][cH:18][c:19]([C:22]#[N:23])[n:20][cH:21]2)[c:7]2[cH:8][cH:9][c:10]([N+:13]([O-:14])=[O:15])[cH:11][c:12]12.[NH2:24][c:25]1[cH:26][c:27]2[c:28]([c:29](-[c:30]3[cH:31][cH:32][c:33]([C:34]#[N:35])[cH:36][cH:37]3)[cH:38][n:39]2[CH:40]([CH3:41])[CH3:42])[cH:43][cH:44]1.[Pt:45]=[O:46]>>[CH:1]([CH3:2])([CH3:3])[n:4]1[cH:5][c:6](-[c:16]2[cH:17][cH:18][c:19]([C:22]#[N:23])[n:20][cH:21]2)[c:7]2[cH:8][cH:9][c:10]([NH2:13])[cH:11][c:12]12. Starting materials: CC(C)n1cc(-c2ccc(C#N)nc2)c2ccc([N+](=O)[O-])cc21, CC(C)n1cc(-c2ccc(C#N)cc2)c2ccc(N)cc21, O=[Pt]. The product is CC(C)n1cc(-c2ccc(C#N)nc2)c2ccc(N)cc21. Starting materials: C(CCC)C12CC3=CC(=CC=C3C2=C(C(C(C1)CC(CO)=O)=O)C)OCOC ((2RS,9aSR)-9a-butyl-2-(3-hydroxy-2-oxopropyl)-7-methoxymethoxy-4-methyl-1,2,9,9a-tetrahydro-3H-fluoren-3-one), Cl (HCl). Run in CO (methanol). The product is C(CCC)C12CC3=CC(=CC=C3C2=C(C(C(C1)CC(CO)=O)=O)C)O ((2RS,9aSR)-9a-butyl-7-hydroxy-2-(3-hydroxy-2-oxopropyl)-4-methyl-1,2,9,9a-tetrahydro-3H-fluoren-3-one). RXN SMILES: [CH2:1]([C:5]12[CH2:17][CH:16]([CH2:18][C:19](=[O:22])[CH2:20][OH:21])[C:15](=[O:23])[C:14]([CH3:24])=[C:13]1[C:12]1[C:7](=[CH:8][C:9]([O:25]COC)=[CH:10][CH:11]=1)[CH2:6]2)[CH2:2][CH2:3][CH3:4].Cl>CO>[CH2:1]([C:5]12[CH2:17][CH:16]([CH2:18][C:19](=[O:22])[CH2:20][OH:21])[C:15](=[O:23])[C:14]([CH3:24])=[C:13]1[C:12]1[C:7](=[CH:8][C:9]([OH:25])=[CH:10][CH:11]=1)[CH2:6]2)[CH2:2][CH2:3][CH3:4]. Procedure: A solution of (2RS,9aSR)-9a-butyl-2-(3-hydroxy-2-oxopropyl)-7-methoxymethoxy-4-methyl-1,2,9,9a-tetrahydro-3H-fluoren-3-one (24 mg, 0.06 mmol) in methanol (1 mL) was treated with 2N HCl (0.36 mL, 0.18 mmol) and the resulting solution was heated at reflux for 20 minutes. After cooling, the mixture was concentrated under vacuum to a residue that was dissolved in EtOAc (60 mL) and washed with 5% NaHCO3 (30 mL). The aqueous phase was back-extracted with EtOAc (30 mL). The combined organics were washe... The reactants are Brc1ccc(C2OCCO2)cn1, [Li]CCCC, CCCCCC, CN(C)C=O, C1CCOC1, O. Product: O=Cc1ccc(C2OCCO2)cn1. As a reaction SMILES: [Br:1][c:2]1[n:3][cH:4][c:5]([CH:8]2[O:9][CH2:10][CH2:11][O:12]2)[cH:6][cH:7]1.[CH2:19]([Li:20])[CH2:21][CH2:22][CH3:23].[CH3:13][CH2:14][CH2:15][CH2:16][CH2:17][CH3:18].[CH3:24][N:25]([CH:26]=[O:27])[CH3:28].[O:30]1[CH2:31][CH2:32][CH2:33][CH2:34]1.[OH2:29]>>[c:2]1([CH:26]=[O:27])[n:3][cH:4][c:5]([CH:8]2[O:9][CH2:10][CH2:11][O:12]2)[cH:6][cH:7]1. The reactants are C1CCOC1, CN1CC(c2ccccc2)C2(CCCN(C(=O)C(N)COCc3ccc(F)cc3)C2)C1=O, CC(C)(C)OC(=O)NC(C)(C)C(=O)ON1C(=O)CCC1=O. The product is CN1CC(c2ccccc2)C2(CCCN(C(=O)C(COCc3ccc(F)cc3)NC(=O)C(C)(C)NC(=O)OC(C)(C)C)C2)C1=O. RXN SMILES: [CH2:54]1[O:55][CH2:56][CH2:57][CH2:58]1.[NH2:1][CH:2]([C:3](=[O:4])[N:5]1[CH2:6][C:7]2([CH:8]([c:14]3[cH:15][cH:16][cH:17][cH:18][cH:19]3)[CH2:9][N:10]([CH3:13])[C:11]2=[O:12])[CH2:20][CH2:21][CH2:22]1)[CH2:23][O:24][CH2:25][c:26]1[cH:27][cH:28][c:29]([F:32])[cH:30][cH:31]1.[O:33]=[C:34]1[CH2:35][CH2:36][C:37](=[O:38])[N:39]1[O:40][C:41]([C:42]([CH3:43])([CH3:44])[NH:45][C:46](=[O:47])[O:48][C:49]([CH3:50])([CH3:51])[CH3:52])=[O:53]>>[NH:1]([CH:2]([C:3](=[O:4])[N:5]1[CH2:6][C:7]2([CH:8]([c:14]3[cH:15][cH:16][cH:17][cH:18][cH:19]3)[CH2:9][N:10]([CH3:13])[C:11]2=[O:12])[CH2:20][CH2:21][CH2:22]1)[CH2:23][O:24][CH2:25][c:26]1[cH:27][cH:28][c:29]([F:32])[cH:30][cH:31]1)[C:41](=[O:40])[C:42]([CH3:43])([CH3:44])[NH:45][C:46](=[O:47])[O:48][C:49]([CH3:50])([CH3:51])[CH3:52].